Dataset: the Open Reaction Database (ORD), a public repository of structured organic reaction records. Task: describe an organic reaction: reactants, conditions, products, and yield Starting materials: C1CCOC1, C[Si](C)(C)[N-][Si](C)(C)C, COC(=O)C1Cc2ccccc2C1, CI, [Li+]. Product: COC(=O)C1(C)Cc2ccccc2C1. As a reaction SMILES: [CH2:26]1[O:27][CH2:28][CH2:29][CH2:30]1.[CH3:15][Si:16]([N-:17][Si:18]([CH3:19])([CH3:20])[CH3:21])([CH3:22])[CH3:23].[CH3:1][O:2][C:3](=[O:4])[CH:5]1[CH2:6][c:7]2[cH:8][cH:9][cH:10][cH:11][c:12]2[CH2:13]1.[CH3:24][I:25].[Li+:14]>>[CH3:1][O:2][C:3](=[O:4])[C:5]1([CH3:15])[CH2:6][c:7]2[cH:8][cH:9][cH:10][cH:11][c:12]2[CH2:13]1.